This data is from the Open Reaction Database (ORD), a public repository of structured organic reaction records. The task is: describe an organic reaction: reactants, conditions, products, and yield Starting materials: BrC1=CC2=C(OCC3(OCCO3)C3=C2N=C(S3)C(=O)OCC)C=C1 (ethyl 9-bromo-5H-spiro[benzo[2,3]oxepino[4,5-d]thiazole-4,2′-[1,3]dioxolane]-2-carboxylate), ethyl ester, C(#C)[C@]1(C(N(CC1)C)=O)O ((R)-3-ethynyl-3-hydroxy-1-methylpyrrolidin-2-one), O[C@@]1(C(N(CC1)C)=O)C#CC1=CC2=C(OCC3(OCCO3)C3=C2N=C(S3)C(=O)OCC)C=C1 ((R)-ethyl 9-((3-hydroxy-1-methyl-2-oxopyrrolidin-3-yl)ethynyl)-5H-spiro[benzo[2,3]oxepino[4,5-d]thiazole-4,2′-[1,3]dioxolane]-2-carboxylate). Yields the product O[C@@]1(C(N(CC1)C)=O)C#CC1=CC2=C(OCC3(OCCO3)C3=C2N=C(S3)C(=O)N)C=C1 ((R)-9-((3-hydroxy-1-methyl-2-oxopyrrolidin-3-yl)ethynyl)-5H-spiro[benzo[2,3]oxepino[4,5-d]thiazole-4,2′-[1,3]dioxolane]-2-carboxamide). Reaction SMILES: BrC1C=CC2OCC3(C4SC(C(OCC)=O)=[N:15]C=4C=2C=1)OCCO3.C([C@]1(O)CCN(C)C1=O)#C.[OH:35][C@@:36]1([C:43]#[C:44][C:45]2[CH:67]=[CH:66][C:48]3[O:49][CH2:50][C:51]4([C:56]5[S:60][C:59]([C:61]([O:63]CC)=O)=[N:58][C:57]=5[C:47]=3[CH:46]=2)[O:55][CH2:54][CH2:53][O:52]4)[CH2:40][CH2:39][N:38]([CH3:41])[C:37]1=[O:42]>>[OH:35][C@@:36]1([C:43]#[C:44][C:45]2[CH:67]=[CH:66][C:48]3[O:49][CH2:50][C:51]4([C:56]5[S:60][C:59]([C:61]([NH2:15])=[O:63])=[N:58][C:57]=5[C:47]=3[CH:46]=2)[O:55][CH2:54][CH2:53][O:52]4)[CH2:40][CH2:39][N:38]([CH3:41])[C:37]1=[O:42]. Procedure details: Similar to as described in General Procedure G, ethyl 9-bromo-5H-spiro[benzo[2,3]oxepino[4,5-d]thiazole-4,2′-[1,3]dioxolane]-2-carboxylate was reacted with (R)-3-ethynyl-3-hydroxy-1-methylpyrrolidin-2-one to give a diasteromeric mixture of (R)-ethyl 9-((3-hydroxy-1-methyl-2-oxopyrrolidin-3-yl)ethynyl)-5H-spiro[benzo[2,3]oxepino[4,5-d]thiazole-4,2′-[1,3]dioxolane]-2-carboxylate. Following aminolysis of the ethyl ester (similar to as described in General Procedure M) the titled compound was obtain...